This data is from the Open Reaction Database (ORD), a public repository of structured organic reaction records. The task is: describe an organic reaction: reactants, conditions, products, and yield The reactants are C(C=C)#N (acrylonitrile), C1=CC=CC1 (cyclopentadiene), C1=CC=CC1 (cyclopentadiene). Yields the product C(#N)CCC1C=CC=C1 (mono-(β-cyanoethyl)cyclopentadiene). Reaction SMILES: [C:1](#[N:4])[CH:2]=[CH2:3].[CH:5]1[CH2:9][CH:8]=[CH:7][CH:6]=1>>[C:1]([CH2:2][CH2:3][CH:8]1[CH:7]=[CH:6][CH:5]=[CH:9]1)#[N:4]. Reported procedure: U.S. Pat. No. 3,409,659 by R. L. Pruett and S. Raines teaches a modification of Bruson's addition of acrylonitrile to cyclopentadiene. By using a 4-6 molar excess of cyclopentadiene, maintaining the temperature of the reaction mass at between -5° and 0° C., and extending the addition and post-addition reaction periods, Pruett and Raines were able to obtain low yields (from 11 percent to a maximum of 30 percent) of mono-(β-cyanoethyl)cyclopentadiene.